From a dataset of the Open Reaction Database (ORD), a public repository of structured organic reaction records. describe an organic reaction: reactants, conditions, products, and yield Reactants: Two, CN1CCN(CC1)C1=C(C=C(C(=C1)OC(C)C)[N+](=O)[O-])C (1-methyl-4-[2-methyl-4-nitro-5-(propan-2-yloxy)phenyl]piperazine), C(=O)[O-].[NH4+] (ammonium formate). Reagents/catalysts: [Pd] (Pd on carbon). Run in CO (methanol). Run at temperature 80 celsius. Product: CC=1C(=CC(=C(N)C1)OC(C)C)N1CCN(CC1)C (5-methyl-4-(4-methylpiperazin-1-yl)-2-(propan-2-yloxy)aniline). The yield is 191.0%. Reaction SMILES: [CH3:1][N:2]1[CH2:7][CH2:6][N:5]([C:8]2[CH:13]=[C:12]([O:14][CH:15]([CH3:17])[CH3:16])[C:11]([N+:18]([O-])=O)=[CH:10][C:9]=2[CH3:21])[CH2:4][CH2:3]1.C([O-])=O.[NH4+]>CO.[Pd]>[CH3:21][C:9]1[C:8]([N:5]2[CH2:6][CH2:7][N:2]([CH3:1])[CH2:3][CH2:4]2)=[CH:13][C:12]([O:14][CH:15]([CH3:17])[CH3:16])=[C:11]([CH:10]=1)[NH2:18] |f:1.2|. Procedure details: Two 20 ml tubes each containing a mixture of 614 mg of 1-methyl-4-[2-methyl-4-nitro-5-(propan-2-yloxy)phenyl]piperazine, 185 mg of 10% Pd on carbon and 793 mg of ammonium formate in 10 ml of methanol are microwave-heated at 80° C. (P 6-7 bar) for 5 min. The content of the tubes is combined and filtered on Clarcel. The Clarcel is washed with methanol and the filtrate is concentrated under vacuum. The residue is taken up with 20 ml of ethyl acetate, 2 ml of water and 8 ml of a saturated sodium chl... The reactants are O.NN (hydrazine monohydrate), CCOP(=S)(OCC)S (O,O-diethyldithiophosphoric acid), BrC=1C=C(C=CC1)C(C=CC(=O)O)=O (4-(3-bromophenyl)-4-oxo-2-butenoic acid), BrC=1C=C(C=CC1)C(CC(C(=O)O)SP(=S)(OCC)OCC)=O (4-(3-bromophenyl)-2-diethoxyphosphinothioylthio-4-oxobutanoic acid). Isolated yield 38.1%. Reaction SMILES: CCOP(S)(OCC)=S.[Br:10][C:11]1[CH:12]=[C:13]([C:17](=O)[CH:18]=[CH:19][C:20]([OH:22])=O)[CH:14]=[CH:15][CH:16]=1.BrC1C=C(C(=O)CC(SP(OCC)(OCC)=S)C(O)=O)C=CC=1.O.[NH2:48][NH2:49]>C(O)C>[Br:10][C:11]1[CH:12]=[C:13]([C:17]2[CH:18]=[CH:19][C:20](=[O:22])[NH:48][N:49]=2)[CH:14]=[CH:15][CH:16]=1 |f:3.4|. Reaction conditions: time 10 minute. The solvent is C(C)O (ethanol). Reported procedure: 1.12 g (0.006 mole) of O,O-diethyldithiophosphoric acid were added, at room temperature, to a suspension of 1.28 g of 4-(3-bromophenyl)-4-oxo-2-butenoic acid in 10 ml of ethanol, and then the mixture was stirred for 10 minutes. Formation of 4-(3-bromophenyl)-2-diethoxyphosphinothioylthio-4-oxobutanoic acid was confirmed by thin layer chromatography but the compound was not separated from the reaction mixture. 0.3 g (0.006 mole) of hydrazine monohydrate was added to the reaction mixture, which wa... Product: BrC=1C=C(C=CC1)C=1C=CC(NN1)=O (6-(3-bromophenyl)-3(2H)pyridazinone). The reactants are ON1N=NC2=C1C=CC=C2 (N-hydroxybenzotriazole), N([C@H](C)C(=O)N[C@@H](CC1=CC=CC=C1)C(=O)N[C@@H](CCCCNC(=O)OCC=C)C(=O)O)C(=O)OCC=C.CC(C)(C1=CC=C(C=C1)N=[N+]=[N-])NCC(COC2=CC=CC3=C2C4=CC=CC=C4N3)O (Aloc-D-Ala-Phe-Lys(Aloc) PABC), C1=CC(=CC=C1C(=O)O)N (PABA), C(C)(C)N(CC)C(C)C (diisopropylethyl amine). Run in CN(C=O)C (N,N-dimethyl formamide), CC(C)O.CCOC(=O)C (propanol-2 EtOAc). Reaction conditions: time 24 hour. The product is N([C@H](C)C(=O)N[C@@H](CC1=CC=CC=C1)C(=O)N[C@@H](CCCCNC(=O)OCC=C)C(=O)O)C(=O)OCC=C.CC(C)(C1=CC=C(C=C1)N=[N+]=[N-])NCC(COC2=CC=CC3=C2C4=CC=CC=C4N3)O.C1=CC(=CC=C1C(=O)O)N (Aloc-D-Ala-Phe-Lys(Aloc) PABC PABA). The yield is 71.1%. Reaction SMILES: [NH:1]([C:33]([O:35][CH2:36][CH:37]=[CH2:38])=[O:34])[C@@H:2]([C:4]([NH:6][C@H:7]([C:15]([NH:17][C@H:18]([C:30]([OH:32])=[O:31])[CH2:19][CH2:20][CH2:21][CH2:22][NH:23][C:24]([O:26][CH2:27][CH:28]=[CH2:29])=[O:25])=[O:16])[CH2:8][C:9]1[CH:14]=[CH:13][CH:12]=[CH:11][CH:10]=1)=[O:5])[CH3:3].[CH3:39][C:40]([NH:51][CH2:52][CH:53]([OH:69])[CH2:54][O:55][C:56]1[C:61]2[C:62]3[C:67]([NH:68][C:60]=2[CH:59]=[CH:58][CH:57]=1)=[CH:66][CH:65]=[CH:64][CH:63]=3)([C:42]1[CH:47]=[CH:46][C:45]([N:48]=[N+:49]=[N-:50])=[CH:44][CH:43]=1)[CH3:41].[CH:70]1[C:75]([C:76]([OH:78])=[O:77])=[CH:74][CH:73]=[C:72]([NH2:79])[CH:71]=1.C(N(C(C)C)CC)(C)C.ON1C2C=CC=CC=2N=N1>CN(C)C=O.CC(O)C.CCOC(C)=O>[NH:1]([C:33]([O:35][CH2:36][CH:37]=[CH2:38])=[O:34])[C@@H:2]([C:4]([NH:6][C@H:7]([C:15]([NH:17][C@H:18]([C:30]([OH:32])=[O:31])[CH2:19][CH2:20][CH2:21][CH2:22][NH:23][C:24]([O:26][CH2:27][CH:28]=[CH2:29])=[O:25])=[O:16])[CH2:8][C:9]1[CH:10]=[CH:11][CH:12]=[CH:13][CH:14]=1)=[O:5])[CH3:3].[CH3:41][C:40]([NH:51][CH2:52][CH:53]([OH:69])[CH2:54][O:55][C:56]1[C:61]2[C:62]3[C:67]([NH:68][C:60]=2[CH:59]=[CH:58][CH:57]=1)=[CH:66][CH:65]=[CH:64][CH:63]=3)([C:42]1[CH:47]=[CH:46][C:45]([N:48]=[N+:49]=[N-:50])=[CH:44][CH:43]=1)[CH3:39].[CH:70]1[C:75]([C:76]([OH:78])=[O:77])=[CH:74][CH:73]=[C:72]([NH2:79])[CH:71]=1 |f:0.1,6.7,8.9.10|. Reported procedure: To a solution of 156 mg (194 μmol) of compound 16 and 26.3 mg (1.1 eq.) PABA in dry N,N-dimethyl formamide under an Argon atmosphere was added diisopropylethyl amine (34 μl, 1.0 eq.) and a catalytic amount of N-hydroxybenzotriazole (7.9 mg, 0.3 eq.). The reaction solution was stirred for 24 hours after which it was diluted with 10% propanol-2/EtOAc. The organic layer was washed with saturated sodium bicarbonate, 0.5 N potassium hydrogensulfate and brine, dried over anhydrous sodium sulfate and e... Reactants: C(C)OC(CBr)OCC (bromoacetaldehyde diethyl acetal), NC=1N=NC=C(N1)C(C)(C)F (3-amino-5-(1-fluoro-1-methylethyl)-1,2,4-triazine), C(C)O (ethanol), C(O)([O-])=O.[Na+] (sodium hydrogencarbonate). The solvent is Br (hydrobromic acid), O (water). Run at temperature 75 celsius, time 17 hour. Product: FC(C)(C)C1=NC=2N(N=C1)C=CN2 (3-(1-Fluoro-1-methylethyl)imidazo[1,2-b][1,2,4]triazine). Yield: 17.3%. As a reaction SMILES: C(OC(O[CH2:8][CH3:9])CBr)C.C(O)C.C(=O)([O-])O.[Na+].[NH2:18][C:19]1[N:20]=[N:21][CH:22]=[C:23]([C:25]([F:28])([CH3:27])[CH3:26])[N:24]=1>Br.O>[F:28][C:25]([C:23]1[CH:22]=[N:21][N:20]2[CH:8]=[CH:9][N:18]=[C:19]2[N:24]=1)([CH3:27])[CH3:26] |f:2.3|. Reported procedure: A stirred mixture of bromoacetaldehyde diethyl acetal (1.20 ml, 7.73 mmol) in concentrated hydrobromic acid (0.38 ml) and water (0.38 ml) was heated at reflux for 40 min, then poured into ethanol (3 ml). The solution was neutralised to pH 7 with solid sodium hydrogencarbonate, then filtered, washing the solid with more ethanol (3 ml). To the filtrate was added 3-amino-5-(1-fluoro-1-methylethyl)-1,2,4-triazine (1.0046 g, 6.43 mmol) and the mixture was stirred at 70-80° C. for 17 h. The mixture wa...